Dataset: the Open Reaction Database (ORD), a public repository of structured organic reaction records. Task: describe an organic reaction: reactants, conditions, products, and yield Reactants: Oc1ccccc1, COc1cc(O)c(C(=O)O)cc1OC, O=S(Cl)Cl, Cc1ccccc1C. Yields the product COc1cc(O)c(C(=O)Oc2ccccc2)cc1OC. Reaction SMILES: [OH:15][c:16]1[cH:17][cH:18][cH:19][cH:20][cH:21]1.[OH:1][c:2]1[c:3]([C:4](=[O:5])[OH:6])[cH:7][c:8]([O:13][CH3:14])[c:9]([O:11][CH3:12])[cH:10]1.[S:22]([Cl:23])([Cl:24])=[O:25].[c:26]1([CH3:27])[c:28]([CH3:29])[cH:30][cH:31][cH:32][cH:33]1>>[OH:1][c:2]1[c:3]([C:4](=[O:5])[O:6][c:16]2[cH:17][cH:18][cH:19][cH:20][cH:21]2)[cH:7][c:8]([O:13][CH3:14])[c:9]([O:11][CH3:12])[cH:10]1. The reactants are Ag(1)F, ClC1=CC=C(C=N1)C=C (6-chloro-3-vinyl pyridine), CN1C(CCC1[Si](C)(C)C)[Si](C)(C)C (N-methyl-2,5-di(trimethyl silyl) pyrrolidine). Solvent: C(C)#N (acetonitrile). Run at time 2.25 hour. The product is CN1C2CCC1C(C2)C3=CN=C(C=C3)Cl (N-methyl Epibatidine). Isolated yield 80.0%. As a reaction SMILES: [Cl:1][C:2]1[N:7]=[CH:6][C:5]([CH:8]=[CH2:9])=[CH:4][CH:3]=1.[CH3:10][N:11]1[CH:15]([Si](C)(C)C)[CH2:14][CH2:13][CH:12]1[Si](C)(C)C>C(#N)C>[CH3:10][N:11]1[CH:15]2[CH:8]([C:5]3[CH:4]=[CH:3][C:2]([Cl:1])=[N:7][CH:6]=3)[CH2:9][CH:12]1[CH2:13][CH2:14]2. Procedure details: To a acetonitrile solution containing 3 gms of Ag(1)F. 1.2 gms of dipolarophile (6-chloro-3-vinyl pyridine) was added to 2 gms of N-methyl-2,5-di(trimethyl silyl) pyrrolidine at 25° C. After stirring the reaction mixture for 2 to 2.5 hours, the reaction mixture was filtered through a plug of celite. The solvent was evaporated to give N-methyl Epibatidine in 80% yield which was further purified by column chromatography. Hydrogenation of N-methyl Epibatidine with pd/c for 22 hours gave 70% yield o... Reactants: CCN=C=NCCCN(C)C, Cc1[nH]c(C(=O)O)c(C)c1-c1ccnc(NC(C)C)n1, CCN(C(C)C)C(C)C, Cl, NC(CO)c1cccc(Cl)c1, CN(C)C=O, O, Oc1cccc2[nH]nnc12. Yields the product Cc1[nH]c(C(=O)NC(CO)c2cccc(Cl)c2)c(C)c1-c1ccnc(NC(C)C)n1. Reaction SMILES: [CH3:41][CH2:42][N:43]=[C:44]=[N:45][CH2:46][CH2:47][CH2:48][N:49]([CH3:50])[CH3:51].[CH:1]([CH3:2])([CH3:3])[NH:4][c:5]1[n:6][cH:7][cH:8][c:9](-[c:11]2[c:12]([CH3:20])[c:13]([C:17](=[O:18])[OH:19])[nH:14][c:15]2[CH3:16])[n:10]1.[CH:32]([N:33]([CH:34]([CH3:35])[CH3:36])[CH2:37][CH3:38])([CH3:39])[CH3:40].[ClH:52].[NH2:53][CH:54]([CH2:55][OH:56])[c:57]1[cH:58][c:59]([Cl:63])[cH:60][cH:61][cH:62]1.[O:64]=[CH:65][N:66]([CH3:67])[CH3:68].[OH2:21].[OH:22][c:23]1[c:24]2[n:25][n:26][nH:27][c:28]2[cH:29][cH:30][cH:31]1>>[CH:1]([CH3:2])([CH3:3])[NH:4][c:5]1[n:6][cH:7][cH:8][c:9](-[c:11]2[c:12]([CH3:20])[c:13]([C:17](=[O:19])[NH:53][CH:54]([CH2:55][OH:56])[c:57]3[cH:58][c:59]([Cl:63])[cH:60][cH:61][cH:62]3)[nH:14][c:15]2[CH3:16])[n:10]1. The reactants are three, C(C=C)C1=C(C=O)C=CC=C1O (2-allyl-3-hydroxybenzaldehyde), [I-].[Na+] (sodium iodide), C([O-])([O-])=O.[K+].[K+] (potassium carbonate), COC1=CC=C(CCl)C=C1 (p-methoxybenzyl chloride). Solvent: CC(=O)C (acetone). Yields the product C(C=C)C1=C(C=O)C=CC=C1OCC1=CC=C(C=C1)OC (2-allyl-3-(4-methoxy-benzyloxy)-benzaldehyde). Yield: 879.3%. Reaction SMILES: [CH2:1]([C:4]1[C:11]([OH:12])=[CH:10][CH:9]=[CH:8][C:5]=1[CH:6]=[O:7])[CH:2]=[CH2:3].[I-].[Na+].C(=O)([O-])[O-].[K+].[K+].[CH3:21][O:22][C:23]1[CH:30]=[CH:29][C:26]([CH2:27]Cl)=[CH:25][CH:24]=1>CC(C)=O>[CH2:1]([C:4]1[C:11]([O:12][CH2:27][C:26]2[CH:29]=[CH:30][C:23]([O:22][CH3:21])=[CH:24][CH:25]=2)=[CH:10][CH:9]=[CH:8][C:5]=1[CH:6]=[O:7])[CH:2]=[CH2:3] |f:1.2,3.4.5|. Procedure details: In a 1 L three necked round bottom flask equipped with a mechanical stirrer, thermometer and reflux condenser was added 300 mL acetone, 23.19 g of 2-allyl-3-hydroxybenzaldehyde (0.143 mole, 1 eq.), 2.13 g of sodium iodide (14 mmol., 0.1 eq), 39.52 g of potassium carbonate (28.6 mmol., 2 eq.) and 22.39 g of p-methoxybenzyl chloride (14.3 mmol., 1 eq.). The reaction mixture was heated to reflux for 4 hours. After cooling to room temperature, the reaction mixture was filtered through a bed of Hyflo... Starting materials: CS(=O)(=O)N(S(=O)(=O)C)C1=C(C(=O)OC)C=CC(=C1)S(=O)(=O)C (methyl 2-[N,N-bis(methylsulphonyl)amino]-4-methylsulphonylbenzoate), O.[OH-].[Li+] (lithium hydroxide monohydrate), Cl (hydrochloric acid). Solvent: CO (methanol). Run at time 18 hour. Product: CS(=O)(=O)NC1=C(C(=O)O)C=CC(=C1)S(=O)(=O)C (2-methylsulphonylamino-4-methylsulphonylbenzoic acid). RXN SMILES: [CH3:1][S:2]([N:5]([C:10]1[CH:19]=[C:18]([S:20]([CH3:23])(=[O:22])=[O:21])[CH:17]=[CH:16][C:11]=1[C:12]([O:14]C)=[O:13])S(C)(=O)=O)(=[O:4])=[O:3].O.[OH-].[Li+].Cl>CO>[CH3:1][S:2]([NH:5][C:10]1[CH:19]=[C:18]([S:20]([CH3:23])(=[O:22])=[O:21])[CH:17]=[CH:16][C:11]=1[C:12]([OH:14])=[O:13])(=[O:3])=[O:4] |f:1.2.3|. Procedure: A suspension of methyl 2-[N,N-bis(methylsulphonyl)amino]-4-methylsulphonylbenzoate (22.9 g) and lithium hydroxide monohydrate (7.5 g) in aqueous methanol (50%) was stirred at room temperature for 18 hours. The resulting solution was acidified with concentrated hydrochloric acid and extracted with ethyl acetate. The combined organic extracts were dried (magnesium sulphate), filtered and evaporated to yield 2-methylsulphonylamino-4-methylsulphonylbenzoic acid as a beige solid. NMR (acetone d6): 3.... Reactants: ClC1=CC=C(C=C1)C=1C=C(C=2N(C1)C(=CN2)C#C)C (6-(4-chloro-phenyl)-3-ethynyl-8-methyl-imidazo[1,2-a]pyridine), NC1=NC=C(C=N1)I (2-amino-5-iodopyrimidine). Yields the product ClC1=CC=C(C=C1)C=1C=C(C=2N(C1)C(=CN2)C#CC=2C=NC(=NC2)N)C (5-[6-(4-Chloro-phenyl)-8-methyl-imidazo[1,2-a]pyridin-3-ylethynyl]-pyrimidin-2-ylamine), solid. Isolated yield 17.0%. As a reaction SMILES: [Cl:1][C:2]1[CH:7]=[CH:6][C:5]([C:8]2[CH:9]=[C:10]([CH3:19])[C:11]3[N:12]([C:14]([C:17]#[CH:18])=[CH:15][N:16]=3)[CH:13]=2)=[CH:4][CH:3]=1.[NH2:20][C:21]1[N:26]=[CH:25][C:24](I)=[CH:23][N:22]=1>>[Cl:1][C:2]1[CH:3]=[CH:4][C:5]([C:8]2[CH:9]=[C:10]([CH3:19])[C:11]3[N:12]([C:14]([C:17]#[C:18][C:24]4[CH:23]=[N:22][C:21]([NH2:20])=[N:26][CH:25]=4)=[CH:15][N:16]=3)[CH:13]=2)=[CH:6][CH:7]=1. Procedure details: The title compound was prepared from 6-(4-chloro-phenyl)-3-ethynyl-8-methyl-imidazo[1,2-a]pyridine (example C.21) (267 mg, 1 mmol) and commercially available 2-amino-5-iodopyrimidine (221 mg, 1 mmol) according to general procedure II. Obtained as an off-white solid (60 mg, 17%). MS (ISP) 360.1 [(M+H)+], 362 [(M+2+H)+]; mp 263° C. The reactants are O[C@H]1CC[C@H](CC1)N1C(C2(CC1)CCNCC2)=O (2-(cis-4-hydroxycyclohexyl)-2,8-diazaspiro[4.5]decan-1-one), ClC1=NC=C(C=C1C)[N+](=O)[O-] (2-chloro-3-methyl-5-nitropyridine), C([O-])([O-])=O.[K+].[K+] (potassium carbonate). Run in CN(C=O)C (N,N-dimethylformamide), C(C)(=O)OCC (ethyl acetate). Conditions: temperature 90 celsius. The product is O[C@H]1CC[C@H](CC1)N1C(C2(CC1)CCN(CC2)C2=NC=C(C=C2C)[N+](=O)[O-])=O (2-(cis-4-Hydroxycyclohexyl)-8-(3-methyl-5-nitropyridin-2-yl)-2,8-diazaspiro[4.5]decan-1-one). Reaction SMILES: [OH:1][C@@H:2]1[CH2:7][CH2:6][C@H:5]([N:8]2[CH2:12][CH2:11][C:10]3([CH2:17][CH2:16][NH:15][CH2:14][CH2:13]3)[C:9]2=[O:18])[CH2:4][CH2:3]1.Cl[C:20]1[C:25]([CH3:26])=[CH:24][C:23]([N+:27]([O-:29])=[O:28])=[CH:22][N:21]=1.C(=O)([O-])[O-].[K+].[K+]>CN(C)C=O.C(OCC)(=O)C>[OH:1][C@@H:2]1[CH2:3][CH2:4][C@H:5]([N:8]2[CH2:12][CH2:11][C:10]3([CH2:17][CH2:16][N:15]([C:20]4[C:25]([CH3:26])=[CH:24][C:23]([N+:27]([O-:29])=[O:28])=[CH:22][N:21]=4)[CH2:14][CH2:13]3)[C:9]2=[O:18])[CH2:6][CH2:7]1 |f:2.3.4|. Procedure: A mixture of 2-(cis-4-hydroxycyclohexyl)-2,8-diazaspiro[4.5]decan-1-one (0.10 g, 0.40 mmol), 2-chloro-3-methyl-5-nitropyridine (0.0718 g, 0.416 mmol) and potassium carbonate (0.11 g, 0.79 mmol) in N,N-dimethylformamide (2.0 mL) was heated at 90° C. overnight. After cooled to room temperature, the mixture was diluted with ethyl acetate, washed with water and brine. The organic phase was dried over Na2SO4, filtered, and concentrated. The residue was used directly in next step without further purif...